Dataset: the Open Reaction Database (ORD), a public repository of structured organic reaction records. Task: describe an organic reaction: reactants, conditions, products, and yield Starting materials: C(CCCC)(=O)NC1=CC=C(C(=O)N(C=2C=NC=CC2)CCN2CCC(CC2)C(C2=CC=C(C=C2)F)=O)C=C1 (4-valerylamino-N-{2-[4-(4-fluorobenzoyl)piperidino]-ethyl}-N-(3-pyridyl)benzamide), C(\C=C\C(=O)O)(=O)O (fumaric acid). Yields the product C(\C=C\C(=O)O)(=O)O.C(CCCC)(=O)NC1=CC=C(C(=O)N(C=2C=NC=CC2)CCN2CCC(CC2)C(C2=CC=C(C=C2)F)=O)C=C1.C(CCCC)(=O)NC1=CC=C(C(=O)N(CCN2CCC(CC2)C(C2=CC=C(C=C2)F)=O)C=2C=NC=CC2)C=C1 (4-Valerylamino-N-{2-[4-(4-fluorobenzoyl)piperidino]ethyl}-N-(3-pyridyl)benzamide hemifumarate). The yield is 84.0%. Reaction SMILES: [C:1]([NH:7][C:8]1[CH:39]=[CH:38][C:11]([C:12]([N:14]([CH2:21][CH2:22][N:23]2[CH2:28][CH2:27][CH:26]([C:29](=[O:37])[C:30]3[CH:35]=[CH:34][C:33]([F:36])=[CH:32][CH:31]=3)[CH2:25][CH2:24]2)[C:15]2[CH:16]=[N:17][CH:18]=[CH:19][CH:20]=2)=[O:13])=[CH:10][CH:9]=1)(=[O:6])[CH2:2][CH2:3][CH2:4][CH3:5].[C:40]([OH:47])(=[O:46])/[CH:41]=[CH:42]/[C:43]([OH:45])=[O:44]>>[C:40]([OH:47])(=[O:46])/[CH:41]=[CH:42]/[C:43]([OH:45])=[O:44].[C:1]([NH:7][C:8]1[CH:39]=[CH:38][C:11]([C:12]([N:14]([CH2:21][CH2:22][N:23]2[CH2:28][CH2:27][CH:26]([C:29](=[O:37])[C:30]3[CH:35]=[CH:34][C:33]([F:36])=[CH:32][CH:31]=3)[CH2:25][CH2:24]2)[C:15]2[CH:16]=[N:17][CH:18]=[CH:19][CH:20]=2)=[O:13])=[CH:10][CH:9]=1)(=[O:6])[CH2:2][CH2:3][CH2:4][CH3:5].[C:1]([NH:7][C:8]1[CH:9]=[CH:10][C:11]([C:12]([N:14]([C:15]2[CH:16]=[N:17][CH:18]=[CH:19][CH:20]=2)[CH2:21][CH2:22][N:23]2[CH2:28][CH2:27][CH:26]([C:29](=[O:37])[C:30]3[CH:31]=[CH:32][C:33]([F:36])=[CH:34][CH:35]=3)[CH2:25][CH2:24]2)=[O:13])=[CH:38][CH:39]=1)(=[O:6])[CH2:2][CH2:3][CH2:4][CH3:5] |f:2.3.4|. Procedure: Using 4-valerylamino-N-{2-[4-(4-fluorobenzoyl)piperidino]-ethyl}-N-(3-pyridyl)benzamide (139.4 mg, 0.26 mmol) and fumaric acid (15.4 mg, 0.13 mmol), the procedure of inventive Example 271 was repeated to obtain 128.5 mg (84.0%) of the title compound in a light brown amorphous powder form. Reactants: C1COCCO1, Cl, [Na+], [OH-], O, CCOC(=O)COc1ccc(-c2c(C)cc(OCCNC(C)C(O)c3ccc(O)cc3)cc2C)cc1. Product: Cc1cc(OCCNC(C)C(O)c2ccc(O)cc2)cc(C)c1-c1ccc(OCC(=O)O)cc1. As a reaction SMILES: [CH2:41]1[O:42][CH2:43][CH2:44][O:45][CH2:46]1.[ClH:40].[Na+:2].[OH-:1].[OH2:39].[OH:3][CH:4]([CH:5]([CH3:6])[NH:7][CH2:8][CH2:9][O:10][c:11]1[cH:12][c:13]([CH3:31])[c:14](-[c:18]2[cH:19][cH:20][c:21]([O:24][CH2:25][C:26](=[O:27])[O:28][CH2:29][CH3:30])[cH:22][cH:23]2)[c:15]([CH3:17])[cH:16]1)[c:32]1[cH:33][cH:34][c:35]([OH:38])[cH:36][cH:37]1>>[OH:3][CH:4]([CH:5]([CH3:6])[NH:7][CH2:8][CH2:9][O:10][c:11]1[cH:12][c:13]([CH3:31])[c:14](-[c:18]2[cH:19][cH:20][c:21]([O:24][CH2:25][C:26](=[O:27])[OH:28])[cH:22][cH:23]2)[c:15]([CH3:17])[cH:16]1)[c:32]1[cH:33][cH:34][c:35]([OH:38])[cH:36][cH:37]1.